Task: describe an organic reaction: reactants, conditions, products, and yield. Dataset: the Open Reaction Database (ORD), a public repository of structured organic reaction records The reactants are compound 80-2, O.C1(=CC=C(C=C1)S(=O)(=O)O)C (p-toluenesulfonic acid monohydrate), C(O)([O-])=O.[Na+] (sodium hydrogen carbonate). Run in CO (methanol), CO (methanol). Yields the product S1C=C(C2=C1C=CC=C2)CCCO (3-(3-benzothienyl)-1-propanol). Reaction SMILES: O.[C:2]1(C)[CH:7]=[CH:6][C:5]([S:8](O)(=O)=O)=[CH:4][CH:3]=1.[C:13](=[O:16])([O-])O.[Na+]>CO>[S:8]1[C:5]2[CH:6]=[CH:7][CH:2]=[CH:3][C:4]=2[C:2]([CH2:7][CH2:6][CH2:13][OH:16])=[CH:3]1 |f:0.1,2.3|. Procedure details: A solution of compound 80-2 (2.04 g) and p-toluenesulfonic acid monohydrate (10.0 mg) in methanol (80 ml) was stirred at room temperature for 20 hr. Saturated aqueous sodium hydrogen carbonate was added to the reaction mixture, and methanol was evaporated under reduced pressure. Water was added to the obtained mixture, and the mixture was extracted with ethyl acetate. The organic layer was washed with saturated brine and dried over anhydrous magnesium sulfate, and the solvent was concentrated un... Starting materials: Cl.CN(CCCC(=O)O)C (4-dimethylaminobutyric acid hydrochloride), C1(=C(C=CC=C1)N)N (o-phenylendiamine). Solvent: O (water). Yields the product CN(CCCC=1NC2=C(N1)C=CC=C2)C (2-(3-dimethylaminopropyl)benzimidazole). As a reaction SMILES: Cl.[CH3:2][N:3]([CH3:10])[CH2:4][CH2:5][CH2:6][C:7](O)=O.[C:11]1([NH2:18])[CH:16]=[CH:15][CH:14]=[CH:13][C:12]=1[NH2:17]>O>[CH3:2][N:3]([CH3:10])[CH2:4][CH2:5][CH2:6][C:7]1[NH:17][C:12]2[CH:13]=[CH:14][CH:15]=[CH:16][C:11]=2[N:18]=1 |f:0.1|. Reported procedure: Grams 10 4-dimethylaminobutyric acid hydrochloride are heated up till melting together with 6.45 g o-phenylendiamine then it is allowed to cool and 150 ml water are added thereto. The solution is washed with dichloromethane, made alkaline and extracted with dichloromethane. The extracts are collected together, filtered on charcoal, made anhydrous on sodium sulphate and evaporated to dryness. A thick oily reddish residue is obtained, which is triturated with 200 ml diethyl ether to give 5.8 g 2-(... Starting materials: NC1=NC=C(C2=C1C(=CS2)C2=CC(=C(C=C2)NC(=O)C=2N(C1=CC=CC=C1C2)C)OC)C=2OC(=CC2)C=O (N-{4-[4-amino-7-(5-formyl-2-furyl)thieno[3,2-c]pyridin-3-yl]-2-methoxyphenyl}-1-methyl-1H-indole-2-carboxamide), [BH4-].[Na+] (sodium borohydride). Run in CN(C=O)C (N,N-dimethylformamide), CO (methanol). Run at time 18 hour. The product is NC1=NC=C(C2=C1C(=CS2)C2=CC(=C(C=C2)NC(=O)C=2N(C1=CC=CC=C1C2)C)OC)C=2OC(=CC2)CO (N-(4-{4-amino-7-[5-(hydroxymethyl)-2-furyl]thieno[3,2-c]pyridin-3-yl}-2-methoxyphenyl)-1-methyl-1H-indole-2-carboxamide). The yield is 3.3%. RXN SMILES: [NH2:1][C:2]1[C:7]2[C:8]([C:11]3[CH:16]=[CH:15][C:14]([NH:17][C:18]([C:20]4[N:21]([CH3:29])[C:22]5[C:27]([CH:28]=4)=[CH:26][CH:25]=[CH:24][CH:23]=5)=[O:19])=[C:13]([O:30][CH3:31])[CH:12]=3)=[CH:9][S:10][C:6]=2[C:5]([C:32]2[O:33][C:34]([CH:37]=[O:38])=[CH:35][CH:36]=2)=[CH:4][N:3]=1.[BH4-].[Na+]>CN(C)C=O.CO>[NH2:1][C:2]1[C:7]2[C:8]([C:11]3[CH:16]=[CH:15][C:14]([NH:17][C:18]([C:20]4[N:21]([CH3:29])[C:22]5[C:27]([CH:28]=4)=[CH:26][CH:25]=[CH:24][CH:23]=5)=[O:19])=[C:13]([O:30][CH3:31])[CH:12]=3)=[CH:9][S:10][C:6]=2[C:5]([C:32]2[O:33][C:34]([CH2:37][OH:38])=[CH:35][CH:36]=2)=[CH:4][N:3]=1 |f:1.2|. Procedure: A mixture of N-{4-[4-amino-7-(5-formyl-2-furyl)thieno[3,2-c]pyridin-3-yl]-2-methoxyphenyl}-1-methyl-1H-indole-2-carboxamide (0.060 g, 0.12 mmol) and sodium borohydride (0.013 g, 0.344 mmol) in N,N-dimethylformamide (4 mL) and methanol (4 mL) was stirred at ambient temperature for 18 hours. The solvent was removed in vacuo and the residue was partitioned between dichloromethane (10 mL) and 0.1 N hydrochloric acid (10 mL). The layers were separated and the aqueous layer was extracted with dichloro... Starting materials: [Li]C, CC1(C)CCC(C(=O)O)c2ccccc21, [Cl-], [NH4+]. Product: CC(=O)C1CCC(C)(C)c2ccccc21. Reaction SMILES: [CH3:16][Li:17].[CH3:1][C:2]1([CH3:15])[CH2:3][CH2:4][CH:5]([C:12](=[O:13])[OH:14])[c:6]2[cH:7][cH:8][cH:9][cH:10][c:11]21.[Cl-:18].[NH4+:19]>>[CH3:1][C:2]1([CH3:15])[CH2:3][CH2:4][CH:5]([C:12](=[O:14])[CH3:16])[c:6]2[cH:7][cH:8][cH:9][cH:10][c:11]21.